From a dataset of the Open Reaction Database (ORD), a public repository of structured organic reaction records. describe an organic reaction: reactants, conditions, products, and yield Starting materials: [N+](=O)([O-])C1=C(C=C(C(=C1)F)Cl)NC(C)=O (N-(2-nitro-4-fluoro-5-chloro phenyl)acetamide), [K+].[Br-] (KBr), N1CCCCC1 (piperidine), [OH-].[K+] (potassium hydroxide). The solvent is CS(=O)C (dimethyl sulfoxide). The product is [N+](=O)([O-])C1=C(N)C=C(C(=C1)F)N1CCCCC1 (2-Nitro-4-fluoro-5-(piperidin-1-yl)aniline). The yield is 52.0%. RXN SMILES: [N+:1]([C:4]1[CH:9]=[C:8]([F:10])[C:7](Cl)=[CH:6][C:5]=1[NH:12]C(=O)C)([O-:3])=[O:2].[NH:16]1[CH2:21][CH2:20][CH2:19][CH2:18][CH2:17]1.[OH-].[K+].[K+].[Br-]>CS(C)=O>[N+:1]([C:4]1[CH:9]=[C:8]([F:10])[C:7]([N:16]2[CH2:21][CH2:20][CH2:19][CH2:18][CH2:17]2)=[CH:6][C:5]=1[NH2:12])([O-:3])=[O:2] |f:2.3,4.5|. Procedure details: 2-Nitro-4-fluoro-5-(piperidin-1-yl)aniline (13.0 g, 52%) was prepared by an analogous procedure as described in preparation 1 (step 3) using N-(2-nitro-4-fluoro-5-chloro phenyl)acetamide (25.0 g, 0.107 mol) (obtained in preparation 1, step 2), piperidine (45.8 a, 0.537 mol), potassium hydroxide (9.0 g, 0.16 mol) and dimethyl sulfoxide (100 mL). mp 112-113° C. IR (KBr) 3472, 1234 cm-1 ; 1H NMR (CDCl3) δ 1.60 (m, 2H, CH2), 1.70 (m, 4H, (CH2)2), 3.22 (m, 4H, N(CH2)2), 5.88 (d, J=7.6 Hz, 1H), 6.08 (... The reactants are CC1(C)C(=O)N(C(=O)NCC2(O)CCN(Cc3ccccc3)CC2)c2ccccc21, CO, Cl, [OH-], [OH-], [Pd+2]. Yields the product CC1(C)C(=O)N(C(=O)NCC2(O)CCNCC2)c2ccccc21. Reaction SMILES: [CH2:1]([c:2]1[cH:3][cH:4][cH:5][cH:6][cH:7]1)[N:8]1[CH2:9][CH2:10][C:11]([OH:14])([CH2:15][NH:16][C:17](=[O:18])[N:19]2[C:20](=[O:30])[C:21]([CH3:28])([CH3:29])[c:22]3[cH:23][cH:24][cH:25][cH:26][c:27]32)[CH2:12][CH2:13]1.[CH3:32][OH:33].[ClH:31].[OH-:34].[OH-:36].[Pd+2:35]>>[NH:8]1[CH2:9][CH2:10][C:11]([OH:14])([CH2:15][NH:16][C:17](=[O:18])[N:19]2[C:20](=[O:30])[C:21]([CH3:28])([CH3:29])[c:22]3[cH:23][cH:24][cH:25][cH:26][c:27]32)[CH2:12][CH2:13]1. Starting materials: C(C1=CC=CC=C1)N1CC2=NC(=C(N=C2CC1)N1CCC(CC1)OC1=C(C=C(C=C1)F)F)Cl (6-benzyl-3-chloro-2-(4-(2,4-difluorophenoxyl)piperidin-1-yl)-5,6,7,8-tetrahydropyrido[3,4-b]pyrazine), FC(CN)F (2,2-difluoroethanamine), CC(C)([O-])C.[Na+] (sodium tert-butoxide), C=1C=CC(=CC1)P(C=2C=CC=CC2)C3=CC=C4C=CC=CC4=C3C5=C6C=CC=CC6=CC=C5P(C=7C=CC=CC7)C=8C=CC=CC8 (BINAP). Reagents/catalysts: C=1C=CC(=CC1)/C=C/C(=O)/C=C/C2=CC=CC=C2.C=1C=CC(=CC1)/C=C/C(=O)/C=C/C2=CC=CC=C2.C=1C=CC(=CC1)/C=C/C(=O)/C=C/C2=CC=CC=C2.[Pd].[Pd] (Pd2(dba)3). The solvent is C1(=CC=CC=C1)C (toluene). Run at temperature 90 celsius, time 8 hour. The product is C(C1=CC=CC=C1)N1CC2=NC(=C(N=C2CC1)N1CCC(CC1)OC1=C(C=C(C=C1)F)F)NCC(F)F (6-benzyl-N-(2,2-difluoroethyl)-2-(4-(2,4-difluorophenoxyl)piperidin-1-yl)-5,6,7,8-tetrahydropyrido[3,4-b]pyrazin-3-amine). Reaction SMILES: [CH2:1]([N:8]1[CH2:17][CH2:16][C:15]2[C:10](=[N:11][C:12](Cl)=[C:13]([N:18]3[CH2:23][CH2:22][CH:21]([O:24][C:25]4[CH:30]=[CH:29][C:28]([F:31])=[CH:27][C:26]=4[F:32])[CH2:20][CH2:19]3)[N:14]=2)[CH2:9]1)[C:2]1[CH:7]=[CH:6][CH:5]=[CH:4][CH:3]=1.[F:34][CH:35]([F:38])[CH2:36][NH2:37].CC(C)([O-])C.[Na+].C1C=CC(P(C2C(C3C(P(C4C=CC=CC=4)C4C=CC=CC=4)=CC=C4C=3C=CC=C4)=C3C(C=CC=C3)=CC=2)C2C=CC=CC=2)=CC=1>C1(C)C=CC=CC=1.C1C=CC(/C=C/C(/C=C/C2C=CC=CC=2)=O)=CC=1.C1C=CC(/C=C/C(/C=C/C2C=CC=CC=2)=O)=CC=1.C1C=CC(/C=C/C(/C=C/C2C=CC=CC=2)=O)=CC=1.[Pd].[Pd]>[CH2:1]([N:8]1[CH2:17][CH2:16][C:15]2[C:10](=[N:11][C:12]([NH:37][CH2:36][CH:35]([F:38])[F:34])=[C:13]([N:18]3[CH2:23][CH2:22][CH:21]([O:24][C:25]4[CH:30]=[CH:29][C:28]([F:31])=[CH:27][C:26]=4[F:32])[CH2:20][CH2:19]3)[N:14]=2)[CH2:9]1)[C:2]1[CH:7]=[CH:6][CH:5]=[CH:4][CH:3]=1 |f:2.3,6.7.8.9.10|. Procedure details: A solution of 6-benzyl-3-chloro-2-(4-(2,4-difluorophenoxyl)piperidin-1-yl)-5,6,7,8-tetrahydropyrido[3,4-b]pyrazine (261.1 mg, 0.554 mmol) and 2,2-difluoroethanamine (156 μL, 2.22 mmol) in toluene (1.85 mL) was treated with sodium tert-butoxide (107 mg, 1.11 mmol), BINAP (69.0 mg, 0.111 mmol), and Pd2(dba)3 (50.8 mg, 0.055 mmol). Nitrogen gas (balloon) was bubbled through the reaction mixture for 5 min. The reaction mixture was sealed and stirred at 90° C. overnight. The reaction mixture was allo... Starting materials: CC(C)C#N, C1CCOC1, CCOCC, CC(C)[N-]C(C)C, ClCCOCCl, [Li+], O. Product: CC(C)(C#N)COCCCl. As a reaction SMILES: [C:9]([CH:10]([CH3:11])[CH3:12])#[N:13].[CH2:21]1[O:22][CH2:23][CH2:24][CH2:25]1.[CH3:26][CH2:27][O:28][CH2:29][CH3:30].[CH3:2][CH:3]([N-:4][CH:5]([CH3:6])[CH3:7])[CH3:8].[Cl:14][CH2:15][CH2:16][O:17][CH2:18][Cl:19].[Li+:1].[OH2:20]>>[C:9]([C:10]([CH3:11])([CH3:12])[CH2:18][O:17][CH2:16][CH2:15][Cl:14])#[N:13].